From a dataset of the Open Reaction Database (ORD), a public repository of structured organic reaction records. describe an organic reaction: reactants, conditions, products, and yield Reactants: C(#N)C1=C(C=C(C=C1)[C@@H]1CC[C@H](CC1)C=O)F (trans-4-(4-cyano-3-fluorophenyl)-cyclohexanecarbaldehyde), C(CC)C(CO)CO (2-propylpropane-1,3-diol), C1(=CC=C(C=C1)S(=O)(=O)O)C (p-toluenesulfonic acid). Solvent: C1(=CC=CC=C1)C (toluene). Conditions: time 3 hour. Yields the product C(#N)C1=C(C=C(C=C1)[C@@H]1CC[C@H](CC1)C1OCC(CO1)CCC)F (2-[trans-4-(4-cyano-3-fluorophenyl)-cyclohexyl]-5-propyl-1,3-dioxane). Reaction SMILES: [C:1]([C:3]1[CH:8]=[CH:7][C:6]([C@H:9]2[CH2:14][CH2:13][C@H:12]([CH:15]=[O:16])[CH2:11][CH2:10]2)=[CH:5][C:4]=1[F:17])#[N:2].[CH2:18]([CH:21]([CH2:24]O)[CH2:22][OH:23])[CH2:19][CH3:20].C1(C)C=CC(S(O)(=O)=O)=CC=1>C1(C)C=CC=CC=1>[C:1]([C:3]1[CH:8]=[CH:7][C:6]([C@H:9]2[CH2:10][CH2:11][C@H:12]([CH:15]3[O:23][CH2:22][CH:21]([CH2:18][CH2:19][CH3:20])[CH2:24][O:16]3)[CH2:13][CH2:14]2)=[CH:5][C:4]=1[F:17])#[N:2]. Procedure details: A mixture of 2.3 g of trans-4-(4-cyano-3-fluorophenyl)-cyclohexanecarbaldehyde, 1.2 g of 2-propylpropane-1,3-diol, 0.01 g of p-toluenesulfonic acid and 15 ml of toluene is boiled for 3 hours under a water separator and is cooled. Working up in the customary manner gives 2-[trans-4-(4-cyano-3-fluorophenyl)-cyclohexyl]-5-propyl-1,3-dioxane.